Dataset: the Open Reaction Database (ORD), a public repository of structured organic reaction records. Task: describe an organic reaction: reactants, conditions, products, and yield Reactants: CCOC(=O)Cl, Cl, CCc1ccc(Cc2ccc(CO)cc2OC2OC(CO)C(O)C(O)C2O)cc1. Yields the product CCOC(=O)OCC1OC(Oc2cc(CO)ccc2Cc2ccc(CC)cc2)C(O)C(O)C1O. As a reaction SMILES: [Cl:30][C:31](=[O:32])[O:33][CH2:34][CH3:35].[ClH:36].[O:1]([CH:2]1[CH:3]([OH:4])[CH:5]([OH:6])[CH:7]([OH:8])[CH:9]([CH2:11][OH:12])[O:10]1)[c:13]1[c:14]([CH2:21][c:22]2[cH:23][cH:24][c:25]([CH2:28][CH3:29])[cH:26][cH:27]2)[cH:15][cH:16][c:17]([CH2:19][OH:20])[cH:18]1>>[O:1]([CH:2]1[CH:3]([OH:4])[CH:5]([OH:6])[CH:7]([OH:8])[CH:9]([CH2:11][O:12][C:31](=[O:32])[O:33][CH2:34][CH3:35])[O:10]1)[c:13]1[c:14]([CH2:21][c:22]2[cH:23][cH:24][c:25]([CH2:28][CH3:29])[cH:26][cH:27]2)[cH:15][cH:16][c:17]([CH2:19][OH:20])[cH:18]1. Starting materials: C(CC(=O)[O-])(=O)OCC (ethyl malonate), [H-].[Na+] (sodium hydride), [H][H] (hydrogen), BrCC=1C=C(C(=O)C2=CC=C(C=C2)Cl)C=CC1 (3-bromomethyl-4'-chlorobenzophenone). Solvent: CN(C=O)C (dimethylformamide), CN(C=O)C (dimethylformamide), CN(C=O)C (dimethylformamide). Run at time 2 hour. The product is C(CC(=O)OCC1=CC(=CC=C1)C(C1=CC=C(C=C1)Cl)=O)(=O)OCC (ethyl 3-(p-chlorobenzoyl)-benzyl malonate). The yield is 79.6%. RXN SMILES: [C:1]([O:7][CH2:8][CH3:9])(=[O:6])[CH2:2][C:3]([O-:5])=[O:4].[H-].[Na+].[H][H].Br[CH2:15][C:16]1[CH:17]=[C:18]([CH:28]=[CH:29][CH:30]=1)[C:19]([C:21]1[CH:26]=[CH:25][C:24]([Cl:27])=[CH:23][CH:22]=1)=[O:20]>CN(C)C=O>[C:1]([O:7][CH2:8][CH3:9])(=[O:6])[CH2:2][C:3]([O:5][CH2:15][C:16]1[CH:30]=[CH:29][CH:28]=[C:18]([C:19](=[O:20])[C:21]2[CH:26]=[CH:25][C:24]([Cl:27])=[CH:23][CH:22]=2)[CH:17]=1)=[O:4] |f:1.2|. Procedure details: A solution of 28 g of ethyl malonate in 28 ml of dimethylformamide was added to a suspension of 8.4 g of sodium hydride in 260 ml of dimethylformamide at a temperature of 10° to 15°C and the temperature was allowed to return to room temperature. After evolution of 3.9 liters of hydrogen, the resulting solution was poured into a suspension of 52.5 g of 3-bromomethyl-4'-chlorobenzophenone (French BSM No. 8440 M) in 400 ml of dimethylformamide at 24°C. The mixture was stirred for 2 hours and was th... Starting materials: C=O (paraformaldehyde), C(C1=CC=CC=C1)OP(OCC1=CC=CC=C1)[O-] (dibenzylphosphite), C(C1=CC=CC=C1)(C1=CC=CC=C1)(C1=CC=CC=C1)N (tritylamin), C(C)(=O)O (acetic acid). Run in C1(=CC=CC=C1)C (toluene), C(C)N(CC)CC (triethylamine). Run at temperature 80 celsius, time 1 hour. Yields the product C(C1=CC=CC=C1)(C1=CC=CC=C1)(C1=CC=CC=C1)NCP(OCC1=CC=CC=C1)(OCC1=CC=CC=C1)=O (Dibenzyl [(trityl-amino)-methyl]-phosphonate). As a reaction SMILES: [C:1]([NH2:20])([C:14]1[CH:19]=[CH:18][CH:17]=[CH:16][CH:15]=1)([C:8]1[CH:13]=[CH:12][CH:11]=[CH:10][CH:9]=1)[C:2]1[CH:7]=[CH:6][CH:5]=[CH:4][CH:3]=1.C=O.[C:23](O)(=O)C.[CH2:27]([O:34][P:35]([O-:44])[O:36][CH2:37][C:38]1[CH:43]=[CH:42][CH:41]=[CH:40][CH:39]=1)[C:28]1[CH:33]=[CH:32][CH:31]=[CH:30][CH:29]=1>C1(C)C=CC=CC=1.C(N(CC)CC)C>[C:1]([NH:20][CH2:23][P:35](=[O:44])([O:34][CH2:27][C:28]1[CH:29]=[CH:30][CH:31]=[CH:32][CH:33]=1)[O:36][CH2:37][C:38]1[CH:39]=[CH:40][CH:41]=[CH:42][CH:43]=1)([C:8]1[CH:13]=[CH:12][CH:11]=[CH:10][CH:9]=1)([C:14]1[CH:15]=[CH:16][CH:17]=[CH:18][CH:19]=1)[C:2]1[CH:3]=[CH:4][CH:5]=[CH:6][CH:7]=1. Reported procedure: A mixture of 1.00 g tritylamin in 20 ml of toluene is combined with 127 mg paraformaldehyde and 50 μl acetic acid and stirred for one hour at 80° C. Then 0.85 ml dibenzylphosphite are added and the reaction mixture is refluxed for three hours. Then 200 μl triethylamine are added and the reaction mixture is evaporated down in vacuo using the rotary evaporator. The flask residue is chromatographed through a silica gel column. The reactants are Cl (HCl), BrC=1C=C(N(C1)CC(=O)C1=NC=C(N=C1)C)C(C(Cl)(Cl)Cl)=O (1-{4-bromo-1-[2-(5-methylpyrazin-2-yl)-2-oxoethyl]-1H-pyrrol-2-yl}-2,2,2-trichloroethanone), [OH-].[Na+] (sodium hydroxide), CO (methanol). Solvent: O (water). Reaction conditions: time 1 hour. Yields the product BrC=1C=C(N(C1)CC(=O)C1=NC=C(N=C1)C)C(=O)OC (methyl 4-bromo-1-[2-(5-methylpyrazin-2-yl)-2-oxoethyl]-1H-pyrrole-2-carboxylate). RXN SMILES: [Br:1][C:2]1[CH:3]=[C:4]([C:17](=[O:22])C(Cl)(Cl)Cl)[N:5]([CH2:7][C:8]([C:10]2[CH:15]=[N:14][C:13]([CH3:16])=[CH:12][N:11]=2)=[O:9])[CH:6]=1.[OH-:23].[Na+].Cl.[CH3:26]O>O>[Br:1][C:2]1[CH:3]=[C:4]([C:17]([O:22][CH3:26])=[O:23])[N:5]([CH2:7][C:8]([C:10]2[CH:15]=[N:14][C:13]([CH3:16])=[CH:12][N:11]=2)=[O:9])[CH:6]=1 |f:1.2|. Procedure details: A solution of 1-{4-bromo-1-[2-(5-methylpyrazin-2-yl)-2-oxoethyl]-1H-pyrrol-2-yl}-2,2,2-trichloroethanone (157 mg, 0.37 mmol) in methanol (7 mL) was treated with sodium hydroxide (15 mg, 0.37 mmol) in water (0.4 mL) at 0° C. and the mixture stirred at room temperature. After one hour the reaction was complete (monitored by LCMS). The mixture was acidified with a aqueous solution of HCl (1 M) and then extracted with CH2Cl2 (3 times). The organic were then dried (Na2SO4), filtrated and concentrated... The reactants are C(C)(=O)NC1=C(C(=O)C2=C(C=CC=C2)OC)C=C(C=C1)Cl (2-acetylamino-5-chloro-2'-methoxybenzophenone), [OH-].[Na+] (sodium hydroxide). Solvent: Br (hydrogen bromide). Product: NC1=C(C(=O)C2=C(C=CC=C2)O)C=C(C=C1)Cl (2-amino-5-chloro-2'-hydroxybenzophenone). Yield: 98.1%. RXN SMILES: C([NH:4][C:5]1[CH:20]=[CH:19][C:18]([Cl:21])=[CH:17][C:6]=1[C:7]([C:9]1[CH:14]=[CH:13][CH:12]=[CH:11][C:10]=1[O:15]C)=[O:8])(=O)C.[OH-].[Na+]>Br>[NH2:4][C:5]1[CH:20]=[CH:19][C:18]([Cl:21])=[CH:17][C:6]=1[C:7]([C:9]1[CH:14]=[CH:13][CH:12]=[CH:11][C:10]=1[OH:15])=[O:8] |f:1.2|. Procedure details: A mixture of 10 g of 2-acetylamino-5-chloro-2'-methoxybenzophenone and 100 ml of 47% hydrogen bromide was heated for 2 hours under reflux. The solution was rendered neutral with sodium hydroxide, and was subjected to extraction with 200 ml of ethyl acetate. The extract solution was washed with water and dried over anhydrous magnesium sulfate; the solvent was then distilled off under reduced pressure. The residue was purified by means of silica gel column chromatography (eluent, hexane:ethyl acet...